The task is: describe an organic reaction: reactants, conditions, products, and yield. This data is from the Open Reaction Database (ORD), a public repository of structured organic reaction records. Reactants: N(=NC(=O)OCC)C(=O)OCC (diethyl azodicarboxylate), O=C1NC2(C(N1)=O)CCN(CC2)C(=O)OC(C)(C)C (tert-Butyl 2,4-dioxo-1,3,8-triazaspiro[4.5]decane-8-carboxylate), COC([C@@H](NC(C1=CC=CC=C1)(C1=CC=CC=C1)C1=CC=CC=C1)CO)=O (N-Trityl-L-serine methyl ester), C1(=CC=CC=C1)P(C1=CC=CC=C1)C1=CC=CC=C1 (triphenylphosphine). The solvent is C1CCOC1 (THF), C1CCOC1 (THF). Yields the product COC(=O)[C@H](CN1C(NC2(C1=O)CCN(CC2)C(=O)OC(C)(C)C)=O)NC(C2=CC=CC=C2)(C2=CC=CC=C2)C2=CC=CC=C2 (tert-Butyl 3-[2-methoxycarbonyl-(2S)-(tritylamino)ethyl]-2,4dioxo-1,3,8-triazaspiro[4.5]decane-8-carboxylate). Yield: 95.1%. As a reaction SMILES: [O:1]=[C:2]1[NH:6][C:5](=[O:7])[C:4]2([CH2:12][CH2:11][N:10]([C:13]([O:15][C:16]([CH3:19])([CH3:18])[CH3:17])=[O:14])[CH2:9][CH2:8]2)[NH:3]1.[CH3:20][O:21][C:22](=[O:46])[C@H:23]([CH2:44]O)[NH:24][C:25]([C:38]1[CH:43]=[CH:42][CH:41]=[CH:40][CH:39]=1)([C:32]1[CH:37]=[CH:36][CH:35]=[CH:34][CH:33]=1)[C:26]1[CH:31]=[CH:30][CH:29]=[CH:28][CH:27]=1.C1(P(C2C=CC=CC=2)C2C=CC=CC=2)C=CC=CC=1.N(C(OCC)=O)=NC(OCC)=O>C1COCC1>[CH3:20][O:21][C:22]([C@@H:23]([NH:24][C:25]([C:38]1[CH:43]=[CH:42][CH:41]=[CH:40][CH:39]=1)([C:26]1[CH:27]=[CH:28][CH:29]=[CH:30][CH:31]=1)[C:32]1[CH:37]=[CH:36][CH:35]=[CH:34][CH:33]=1)[CH2:44][N:6]1[C:5](=[O:7])[C:4]2([CH2:8][CH2:9][N:10]([C:13]([O:15][C:16]([CH3:19])([CH3:18])[CH3:17])=[O:14])[CH2:11][CH2:12]2)[NH:3][C:2]1=[O:1])=[O:46]. Procedure details: A solution of 3.6 g (13.37 mmol) of (34.2) in 15 ml of absolute THF is added to a solution of 3.72 g (10.3 mmol) of (34.3) and 3.5 g (13.34 mmol) of triphenylphosphine in 20 ml of absolute THF. 2.11 ml (13.37 mmol) of diethyl azodicarboxylate (DEAD) are added to this solution and the reaction mixture is stirred at room temperature until the reaction has come to an end. The solvent is removed in vacuo and the residue is chromatographed through silica gel using heptane/ethyl acetate. 6 g (95%) of ... The reactants are BrC=1C=CC(=NC1)C(CCC(C(CC1CCOCC1)C1=CC=C(C=C1)S(=O)(=O)C)=O)=O (1-(5-bromopyridin-2-yl)-5-[4-(methylsulfonyl)phenyl]-6-(tetrahydro-2H-pyran-4-yl)hexane-1,4-dione), C(C)(=O)[O-].[NH4+] (ammonium acetate). Solvent: C(C)(=O)OCC (ethyl acetate), C(C)(=O)O (acetic acid). Conditions: temperature 110 celsius, time 45 minute. Product: BrC=1C=CC(=NC1)C=1NC(=CC1)C(CC1CCOCC1)C1=CC=C(C=C1)S(=O)(=O)C (5-bromo-2-(5-{1-[4-(methylsulfonyl)phenyl]-2-(tetrahydro-2H-pyran-4-yl)ethyl}-1H-pyrrol-2-yl)pyridine). Isolated yield 85.5%. As a reaction SMILES: [Br:1][C:2]1[CH:3]=[CH:4][C:5]([C:8](=O)[CH2:9][CH2:10][C:11](=O)[CH:12]([C:20]2[CH:25]=[CH:24][C:23]([S:26]([CH3:29])(=[O:28])=[O:27])=[CH:22][CH:21]=2)[CH2:13][CH:14]2[CH2:19][CH2:18][O:17][CH2:16][CH2:15]2)=[N:6][CH:7]=1.C([O-])(=O)C.[NH4+:36]>C(O)(=O)C.C(OCC)(=O)C>[Br:1][C:2]1[CH:3]=[CH:4][C:5]([C:8]2[NH:36][C:11]([CH:12]([C:20]3[CH:25]=[CH:24][C:23]([S:26]([CH3:29])(=[O:28])=[O:27])=[CH:22][CH:21]=3)[CH2:13][CH:14]3[CH2:19][CH2:18][O:17][CH2:16][CH2:15]3)=[CH:10][CH:9]=2)=[N:6][CH:7]=1 |f:1.2|. Procedure: To a solution of 1-(5-bromopyridin-2-yl)-5-[4-(methylsulfonyl)phenyl]-6-(tetrahydro-2H-pyran-4-yl)hexane-1,4-dione (3.89 g) in acetic acid (40 mL) was added ammonium acetate (9.50 g), and the mixture was stirred at 110° C. for 45 min. After cooling to room temperature, the reaction mixture was diluted with ethyl acetate and washed with water. The ethyl acetate layer was washed with saturated aqueous sodium hydrogen carbonate and saturated brine, dried (MgSO4) and concentrated. The residue was su... The reactants are CC(=O)O, CCOC(=O)CC(NC(=O)Cn1c(C)ccc(N)c1=O)c1cccnc1, CO, ClC(Cl)Cl, O=Cc1ccc2c(n1)NCCC2. The product is CCOC(=O)CC(NC(=O)Cn1c(C)ccc(NCc2ccc3c(n2)NCCC3)c1=O)c1cccnc1. RXN SMILES: [C:39]([OH:40])(=[O:41])[CH3:42].[CH2:1]([CH3:2])[O:3][C:4]([CH2:5][CH:6]([c:7]1[cH:8][n:9][cH:10][cH:11][cH:12]1)[NH:13][C:14]([CH2:15][n:16]1[c:17](=[O:24])[c:18]([NH2:23])[cH:19][cH:20][c:21]1[CH3:22])=[O:25])=[O:26].[CH3:43][OH:44].[Cl:45][CH:46]([Cl:47])[Cl:48].[n:27]1[c:28]([CH:37]=[O:38])[cH:29][cH:30][c:31]2[c:36]1[NH:35][CH2:34][CH2:33][CH2:32]2>>[CH2:1]([CH3:2])[O:3][C:4]([CH2:5][CH:6]([c:7]1[cH:8][n:9][cH:10][cH:11][cH:12]1)[NH:13][C:14]([CH2:15][n:16]1[c:17](=[O:24])[c:18]([NH:23][CH2:37][c:28]2[n:27][c:36]3[c:31]([cH:30][cH:29]2)[CH2:32][CH2:33][CH2:34][NH:35]3)[cH:19][cH:20][c:21]1[CH3:22])=[O:25])=[O:26]. The reactants are BrC1=CC=C(C=C1)CC#N (2-(4-bromophenyl)acetonitrile), CC(C)([O-])C.[K+] (potassium tert-butoxide), BrCCOCCBr (1-bromo-2-(2-bromoethoxyl)ethane). The solvent is O1CCCC1 (tetrahydrofuran). Reaction conditions: time 1 hour. Product: BrC1=CC=C(C=C1)C1(CCOCC1)C#N (4-(4-bromophenyl)tetrahydro-2H-pyran-4-carbonitrile). The yield is 69.9%. As a reaction SMILES: [Br:1][C:2]1[CH:7]=[CH:6][C:5]([CH2:8][C:9]#[N:10])=[CH:4][CH:3]=1.CC(C)([O-])C.[K+].Br[CH2:18][CH2:19][O:20][CH2:21][CH2:22]Br>O1CCCC1>[Br:1][C:2]1[CH:7]=[CH:6][C:5]([C:8]2([C:9]#[N:10])[CH2:22][CH2:21][O:20][CH2:19][CH2:18]2)=[CH:4][CH:3]=1 |f:1.2|. Procedure: To a solution of 2-(4-bromophenyl)acetonitrile (3.9 g) in tetrahydrofuran (50 mL) was added potassium tert-butoxide (4.9 g) in an ice bath, and the mixture was stirred for 1 hr in an ice bath, 1-bromo-2-(2-bromoethoxyl)ethane (5.8 g) was added thereto at the same temperature, and the mixture was stirred at room temperature for 10 hr. The solvent was evaporated under reduced pressure, and the residue was purified by silica gel column chromatography (hexane/ethyl acetate) to give the title compoun... The reactants are CCOC(=O)C(Cc1ccc(OCCc2ccc(NS(C)(=O)=O)cc2)cc1)OCC, [Li+], C1CCOC1, [OH-], O, O. The product is CCOC(Cc1ccc(OCCc2ccc(NS(C)(=O)=O)cc2)cc1)C(=O)O. RXN SMILES: [CH2:1]([CH3:2])[O:3][C:4]([CH:5]([CH2:6][c:7]1[cH:8][cH:9][c:10]([O:13][CH2:14][CH2:15][c:16]2[cH:17][cH:18][c:19]([NH:22][S:23](=[O:24])(=[O:25])[CH3:26])[cH:20][cH:21]2)[cH:11][cH:12]1)[O:27][CH2:28][CH3:29])=[O:30].[Li+:33].[O:34]1[CH2:35][CH2:36][CH2:37][CH2:38]1.[OH-:32].[OH2:31].[OH2:39]>>[O:3]=[C:4]([CH:5]([CH2:6][c:7]1[cH:8][cH:9][c:10]([O:13][CH2:14][CH2:15][c:16]2[cH:17][cH:18][c:19]([NH:22][S:23](=[O:24])(=[O:25])[CH3:26])[cH:20][cH:21]2)[cH:11][cH:12]1)[O:27][CH2:28][CH3:29])[OH:30]. The reactants are FC1=CC=C(C=C1)C1=CC(=CC=C1)C=O (4′-Fluoro[1,1′-biphenyl]-3-carbaldehyde), [C@@H]1(CCCC2=CC=CC=C12)N ((1S)-1,2,3,4-tetrahydro-1-naphthalenylamine). Yields the product FC1=CC=C(C=C1)C1=CC(=CC=C1)CN[C@H]1CCCC2=CC=CC=C12 (N-[(4′-fluoro[1,1′-biphenyl]-3-yl)methyl]-N-[(1S)-1,2,3,4-tetrahydro-1-naphthalenyl]amine). Reaction SMILES: [F:1][C:2]1[CH:7]=[CH:6][C:5]([C:8]2[CH:13]=[CH:12][CH:11]=[C:10]([CH:14]=O)[CH:9]=2)=[CH:4][CH:3]=1.[C@@H:16]1([NH2:26])[C:25]2[C:20](=[CH:21][CH:22]=[CH:23][CH:24]=2)[CH2:19][CH2:18][CH2:17]1>>[F:1][C:2]1[CH:7]=[CH:6][C:5]([C:8]2[CH:13]=[CH:12][CH:11]=[C:10]([CH2:14][NH:26][C@@H:16]3[C:25]4[C:20](=[CH:21][CH:22]=[CH:23][CH:24]=4)[CH2:19][CH2:18][CH2:17]3)[CH:9]=2)=[CH:4][CH:3]=1. Procedure details: 4′-Fluoro[1,1′-biphenyl]-3-carbaldehyde and (1S)-1,2,3,4-tetrahydro-1-naphthalenylamine were processed as described in Example 1A to provide the title compound. Starting materials: Cl.C1(=CC=CC=C1)NN.C1(=CC=CC=C1)C=1NC2=CC=CC=C2C1CCC(=O)O (2-phenylindole-3-propionic acid Phenylhydrazine hydrochloride), C(C1=CC=CC=C1)(=O)C(C(=O)O)CC (benzoylbutyric acid). Run in C(C)(=O)O (acetic acid). Product: C(C1=CC=CC=C1)(=O)N1C(C2C=3C(=CC=CC13)C(CC2)=O)C2=CC=CC=C2 (1-benzoyl-2-phenyl-1,2,2a,3,4,5-hexahydrobenz[cd]indol-5-one). Isolated yield 160.1%. Reaction SMILES: Cl.C1(NN)C=CC=CC=1.[C:10]1([C:16]2[NH:17][C:18]3[C:23]([C:24]=2[CH2:25][CH2:26][C:27](O)=[O:28])=[CH:22][CH:21]=[CH:20][CH:19]=3)[CH:15]=[CH:14][CH:13]=[CH:12][CH:11]=1.[C:30](C(CC)C(O)=O)(=[O:37])[C:31]1[CH:36]=[CH:35][CH:34]=[CH:33][CH:32]=1>C(O)(=O)C>[C:30]([N:17]1[C:18]2[CH:19]=[CH:20][CH:21]=[C:22]3[C:27](=[O:28])[CH2:26][CH2:25][CH:24]([C:23]=23)[CH:16]1[C:10]1[CH:11]=[CH:12][CH:13]=[CH:14][CH:15]=1)(=[O:37])[C:31]1[CH:36]=[CH:35][CH:34]=[CH:33][CH:32]=1 |f:0.1.2|. Procedure details: (Step 1) Synthesis of 2-phenylindole-3-propionic acid Phenylhydrazine hydrochloride (50 g) and benzoylbutyric acid (55.4 g) were suspended in acetic acid (500 ml), followed by heating to reflux for 1.5 hours. After allowing the suspension to cool, the insoluble matter was filtered off and the filtrate was concentrated under reduced pressure. Water was added to the residue, the mixture was extracted with ethyl acetate, and the organic layer was washed with water and saturated aqueous solution of ... The reactants are S(=O)=O (sulfur dioxide), C(=O)C=O (glyoxal), N (ammonia), C(=O)C=O (glyoxal), NCC(=O)O (glycine), S(=O)=O (sulfur dioxide), N (ammonia), C(=O)C=O (glyoxal), S(=O)=O (sulfur dioxide), N (ammonia). Product: N(CC(=O)O)CC(=O)O (iminodiacetic acid). As a reaction SMILES: [CH:1]([CH:3]=[O:4])=O.S(=O)=[O:6].N.[NH2:9][CH2:10][C:11]([OH:13])=[O:12]>>[NH:9]([CH2:1][C:3]([OH:4])=[O:6])[CH2:10][C:11]([OH:13])=[O:12]. Reported procedure: Using the apparatus and procedure of Example 6, two runs were carried out in which glyoxal was reacted with sulfur dioxide and ammonia. In the first run, one equivalent of sulfur dioxide and one equivalent of glyoxal were charged per mole of ammonia. In the second run, two moles of glyoxal and two moles of sulfur dioxide were charged per mole of ammonia. In each run a mixture of glycine and iminodiacetic acid was produced. The results of the runs of this example are set forth in Table III. Starting materials: COC1=NC2=CC=CC=C2C=C1C1=CN=C(O1)[C@H](CCCCCC(=O)NC)NC(OCC1=CC=CC=C1)=O ((S)-benzyl (1-(5-(2-methoxyquinolin-3-yl)oxazol-2-yl)-7-(methylamino)-7-oxoheptyl)carbamate). Procedure: F6 was dissolved in EtOAc/MeOH (1:1, 0.025 M) and treated with Pd/C (10% w/w). Mixture was purged with N2 and stirred under H2 atmosphere at room temperature for 48 h. Then, reaction mixture was filtered through a pad of Solka-Floc® and filtrate was concentrated under vacuum to give the title compound as pale yellow solid which was used as such in the next step. MS (ES+) C21H26N4O3: 383 (M+H)+. Run in CCOC(=O)C.CO (EtOAc MeOH). Reagents/catalysts: [Pd] (Pd/C). Run at time 48 hour. The product is N[C@@H](CCCCCC(=O)NC)C=1OC(=CN1)C=1C(=NC2=CC=CC=C2C1)OC ((S)-7-amino-7-(5-(2-methoxyquinolin-3-yl)oxazol-2-yl)-N-methylheptanamide). As a reaction SMILES: [CH3:1][O:2][C:3]1[C:12]([C:13]2[O:17][C:16]([C@@H:18]([NH:28]C(=O)OCC3C=CC=CC=3)[CH2:19][CH2:20][CH2:21][CH2:22][CH2:23][C:24]([NH:26][CH3:27])=[O:25])=[N:15][CH:14]=2)=[CH:11][C:10]2[C:5](=[CH:6][CH:7]=[CH:8][CH:9]=2)[N:4]=1>CCOC(C)=O.CO.[Pd]>[NH2:28][C@H:18]([C:16]1[O:17][C:13]([C:12]2[C:3]([O:2][CH3:1])=[N:4][C:5]3[C:10]([CH:11]=2)=[CH:9][CH:8]=[CH:7][CH:6]=3)=[CH:14][N:15]=1)[CH2:19][CH2:20][CH2:21][CH2:22][CH2:23][C:24]([NH:26][CH3:27])=[O:25] |f:1.2|.